Dataset: the Open Reaction Database (ORD), a public repository of structured organic reaction records. Task: describe an organic reaction: reactants, conditions, products, and yield Starting materials: BrCC(=O)OC (methyl bromoacetate), C([O-])([O-])=O.[Cs+].[Cs+] (Cesium carbonate), C(C1=CC=CC=C1)N1C=2C=CC=C(C2C=2C(=C3C(=CC12)CCCC3)O)C(=O)N (5-benzyl-11-hydroxy-7,8,9,10-tetrahydro-5H-benzo[b]carbazole-1-carboxylic acid amide), resultant mixture. Run in CN(C)C=O (DMF), C(C)(=O)OCC (ethyl acetate). Reaction conditions: time 2 minute. Yields the product C(C1=CC=CC=C1)N1C2=CC=CC(=C2C=2C(=C3C(=CC12)CCCC3)OCC(=O)OC)C(N)=O ((5-Benzyl-1-carbamoyl-7,8,9,10-tetrahydro-5H-benzo[b]carbazol-11-yloxy)-acetic acid, methyl ester). Yield: 31.2%. RXN SMILES: [CH2:1]([N:8]1[C:20]2[CH:19]=[C:18]3[CH2:21][CH2:22][CH2:23][CH2:24][C:17]3=[C:16]([OH:25])[C:15]=2[C:14]2[C:13]([C:26]([NH2:28])=[O:27])=[CH:12][CH:11]=[CH:10][C:9]1=2)[C:2]1[CH:7]=[CH:6][CH:5]=[CH:4][CH:3]=1.Br[CH2:30][C:31]([O:33][CH3:34])=[O:32].C(=O)([O-])[O-].[Cs+].[Cs+]>CN(C=O)C.C(OCC)(=O)C>[CH2:1]([N:8]1[C:20]2[CH:19]=[C:18]3[CH2:21][CH2:22][CH2:23][CH2:24][C:17]3=[C:16]([O:25][CH2:30][C:31]([O:33][CH3:34])=[O:32])[C:15]=2[C:14]2[C:9]1=[CH:10][CH:11]=[CH:12][C:13]=2[C:26](=[O:27])[NH2:28])[C:2]1[CH:7]=[CH:6][CH:5]=[CH:4][CH:3]=1 |f:2.3.4|. Procedure: 40% Methanolic Triton B (0.148 mL, 0.325 mM) was added to a solution of 5-benzyl-11-hydroxy-7,8,9,10-tetrahydro-5H-benzo[b]carbazole-1-carboxylic acid amide, (0.094 g, 0.25 mM) in 5 mL DMF at room temperature. After 2 minutes, methyl bromoacetate (0.049 mL, 0.076 g, 0.5 mM) was added and the resultant mixture stirred at room temperature for 2 h. Cesium carbonate (0.041 g, 0.125 mM) was then added as a solid, and the mixture allowed to stir at room temperature for an additional 2 h. The mixture w... As a reaction SMILES: [Br:2][CH2:3][CH2:4][CH2:5][CH2:6][CH2:7][Cl:8].[CH3:29][Si:30]([CH3:31])([CH3:32])[Cl:33].[CH3:39][N:40]1[CH2:41][CH2:42][CH2:43][N:44]([CH3:45])[C:46]1=[O:47].[CH3:48][S:49][CH3:50].[CH3:53][CH2:54][O:55][C:56](=[O:57])[CH3:58].[CH3:59][C:60](=[O:61])[OH:62].[CH3:9][C:10]12[C:11](=[O:28])[CH2:12][CH2:13][CH:14]1[CH:15]1[CH:16]=[CH:17][C:18]3=[CH:19][C:20](=[O:27])[CH2:21][CH2:22][CH:23]3[CH:24]1[CH2:25][CH2:26]2.[Cu:51][Br:52].[Mg:1].[O:34]1[CH2:35][CH2:36][CH2:37][CH2:38]1>>[CH2:3]([CH2:4][CH2:5][CH2:6][CH2:7][Cl:8])[CH:16]1[CH:15]2[CH:14]3[C:10]([CH3:9])([C:11](=[O:28])[CH2:12][CH2:13]3)[CH2:26][CH2:25][CH:24]2[CH:23]2[C:18](=[CH:19][C:20](=[O:27])[CH2:21][CH2:22]2)[CH2:17]1. The product is CC12CCC3C4CCC(=O)C=C4CC(CCCCCCl)C3C1CCC2=O. The reactants are ClCCCCCBr, C[Si](C)(C)Cl, CN1CCCN(C)C1=O, CSC, CCOC(C)=O, CC(=O)O, CC12CCC3C4CCC(=O)C=C4C=CC3C1CCC2=O, [Cu]Br, [Mg], C1CCOC1.